Dataset: the Open Reaction Database (ORD), a public repository of structured organic reaction records. Task: describe an organic reaction: reactants, conditions, products, and yield Starting materials: ClCCl, O=C=Nc1ccc(Cl)cc1, COC(=O)N=C(N)OC. Yields the product COC(=O)N=C(NC(=O)Nc1ccc(Cl)cc1)OC. RXN SMILES: [CH2:20]([Cl:21])[Cl:22].[Cl:10][c:11]1[cH:12][cH:13][c:14]([N:17]=[C:18]=[O:19])[cH:15][cH:16]1.[NH2:1][C:2]([O:3][CH3:4])=[N:5][C:6]([O:7][CH3:8])=[O:9]>>[NH:1]([C:2]([O:3][CH3:4])=[N:5][C:6]([O:7][CH3:8])=[O:9])[C:18]([NH:17][c:14]1[cH:13][cH:12][c:11]([Cl:10])[cH:16][cH:15]1)=[O:19].